Task: describe an organic reaction: reactants, conditions, products, and yield. Dataset: the Open Reaction Database (ORD), a public repository of structured organic reaction records Reactants: COC(=O)C1=NC=CC(=C1)CCCCF (4-(4-fluoro-butyl)-pyridine-2-carboxylic acid methyl ester), O.[OH-].[Li+] (lithium hydroxide monohydrate). The solvent is CO (methanol), C1CCOC1 (THF), O (water). Conditions: time 8 hour. Product: FCCCCC1=CC(=NC=C1)C(=O)O (4-(4-Fluoro-butyl)-pyridine-2-carboxylic acid). Yield: 98.2%. RXN SMILES: C[O:2][C:3]([C:5]1[CH:10]=[C:9]([CH2:11][CH2:12][CH2:13][CH2:14][F:15])[CH:8]=[CH:7][N:6]=1)=[O:4].O.[OH-].[Li+]>C1COCC1.O.CO>[F:15][CH2:14][CH2:13][CH2:12][CH2:11][C:9]1[CH:8]=[CH:7][N:6]=[C:5]([C:3]([OH:4])=[O:2])[CH:10]=1 |f:1.2.3|. Reported procedure: To a mixture of 4-(4-fluoro-butyl)-pyridine-2-carboxylic acid methyl ester (0.24 g) in THF (3 mL) and water (1 mL) was added lithium hydroxide monohydrate (71.3 mg, 1.7 mmol, 1.5 equiv). The mixture was stirred at rt overnight and diluted with methanol (20 mL). Then H+ resin was added and the mixture was shaken for 10 minutes. The resin was washed with methanol (1×), 1:1 acetonitrile/water (1×), and acetonitrile (1×). The product was eluted with 5% TEA in methanol (4×) and acetonitrile (1×). The... The reactants are CC=1N=C(SC1C(=O)OCC)N1N=NC(=C1)CCCC1=CC=CC=C1 (ethyl 4-methyl-2-(4-(3-phenylpropyl)-1H-1,2,3-triazol-1-yl)thiazole-5-carboxylate), Cl (hydrochloric acid), [OH-].[Li+] (lithium hydroxide). Solvent: O1CCCC1 (tetrahydrofuran), O (water). Conditions: time 18 hour. The product is CC=1N=C(SC1C(=O)O)N1N=NC(=C1)CCCC1=CC=CC=C1 (4-methyl-2-(4-(3-phenylpropyl)-1H-1,2,3-triazol-1-yl)thiazole-5-carboxylic acid). Yield: 89.0%. RXN SMILES: [CH3:1][C:2]1[N:3]=[C:4]([N:12]2[CH:16]=[C:15]([CH2:17][CH2:18][CH2:19][C:20]3[CH:25]=[CH:24][CH:23]=[CH:22][CH:21]=3)[N:14]=[N:13]2)[S:5][C:6]=1[C:7]([O:9]CC)=[O:8].[OH-].[Li+].Cl>O1CCCC1.O>[CH3:1][C:2]1[N:3]=[C:4]([N:12]2[CH:16]=[C:15]([CH2:17][CH2:18][CH2:19][C:20]3[CH:21]=[CH:22][CH:23]=[CH:24][CH:25]=3)[N:14]=[N:13]2)[S:5][C:6]=1[C:7]([OH:9])=[O:8] |f:1.2|. Procedure: To a solution of ethyl 4-methyl-2-(4-(3-phenylpropyl)-1H-1,2,3-triazol-1-yl)thiazole-5-carboxylate (7.04 g, 19.78 mmol) in a mixture of tetrahydrofuran (25 mL) and water (25 mL) was added lithium hydroxide (4.15 g, 98.90 mmol). The reaction mixture was stirred at ambient temperature 18 hours, acidified with 10% hydrochloric acid solution, and extracted with dichloromethane (2×100 μL). The organic layer was separated, dried over anhydrous sodium sulphate, filtered and concentrated in vacuo to aff... Reactants: C(C1=CC=CC=C1)OC=1C=C(C(=O)O)C=C(C1)O (3-Benzyloxy-5-hydroxybenzoic acid), C(C)(=O)OC(C)=O (acetic anhydride). Procedure: 3-Benzyloxy-5-hydroxybenzoic acid (2.16 g) and acetic anhydride (15 mL) were suspended in acetic acid (15 mL), and the resulting mixture was stirred at 120° C. for 24 hours. The reaction mixture was concentrated under reduced pressure and the residue obtained was purified by column chromatography on silica gel (eluent: ethyl acetate/hexane=1/1 to 1/0) to give the title compound (1.74 g). Run in C(C)(=O)O (acetic acid). Yields the product C(C)(=O)OC=1C=C(C(=O)O)C=C(C1)OCC1=CC=CC=C1 (3-Acetoxy-5-benzyloxybenzoic acid). Reaction SMILES: [CH2:1]([O:8][C:9]1[CH:10]=[C:11]([CH:15]=[C:16]([OH:18])[CH:17]=1)[C:12]([OH:14])=[O:13])[C:2]1[CH:7]=[CH:6][CH:5]=[CH:4][CH:3]=1.[C:19](OC(=O)C)(=[O:21])[CH3:20]>C(O)(=O)C>[C:19]([O:18][C:16]1[CH:15]=[C:11]([CH:10]=[C:9]([O:8][CH2:1][C:2]2[CH:3]=[CH:4][CH:5]=[CH:6][CH:7]=2)[CH:17]=1)[C:12]([OH:14])=[O:13])(=[O:21])[CH3:20]. Run at temperature 120 celsius, time 24 hour. Starting materials: OC1=C(C=C(C2=CC=CC=C12)O)C(NCCCCCCCCCCCCCCCC)=O (1,4-dihydroxy-2-(N-hexadecylcarbamoyl)naphthalene), [N+](=O)([O-])C1=CC=C(C=C1)CCO (2-(p-nitrophenyl)ethanol), C1(=CC=C(C=C1)S(=O)(=O)O)C (p-toluenesulfonic acid). Solvent: C1(=CC=CC=C1)C (toluene). Yields the product C(CCCCCCCCCCCCCCC)NC(=O)C1=C(C2=CC=CC=C2C(=C1)OCCC1=CC=C(C=C1)[N+](=O)[O-])O (2-(N-hexadecylcarbamoyl)-4-[2-(p-nitrophenyl)ethoxy]-1-naphthol). The yield is 48.9%. As a reaction SMILES: [OH:1][C:2]1[C:11]2[C:6](=[CH:7][CH:8]=[CH:9][CH:10]=2)[C:5]([OH:12])=[CH:4][C:3]=1[C:13](=[O:31])[NH:14][CH2:15][CH2:16][CH2:17][CH2:18][CH2:19][CH2:20][CH2:21][CH2:22][CH2:23][CH2:24][CH2:25][CH2:26][CH2:27][CH2:28][CH2:29][CH3:30].[N+:32]([C:35]1[CH:40]=[CH:39][C:38]([CH2:41][CH2:42]O)=[CH:37][CH:36]=1)([O-:34])=[O:33].C1(C)C=CC(S(O)(=O)=O)=CC=1>C1(C)C=CC=CC=1>[CH2:15]([NH:14][C:13]([C:3]1[CH:4]=[C:5]([O:12][CH2:42][CH2:41][C:38]2[CH:37]=[CH:36][C:35]([N+:32]([O-:34])=[O:33])=[CH:40][CH:39]=2)[C:6]2[C:11](=[CH:10][CH:9]=[CH:8][CH:7]=2)[C:2]=1[OH:1])=[O:31])[CH2:16][CH2:17][CH2:18][CH2:19][CH2:20][CH2:21][CH2:22][CH2:23][CH2:24][CH2:25][CH2:26][CH2:27][CH2:28][CH2:29][CH3:30]. Procedure details: A mixture composed of 42.7 g (0.1 mol) of 1,4-dihydroxy-2-(N-hexadecylcarbamoyl)naphthalene, 50.1 g (0.3 mol) of 2-(p-nitrophenyl)ethanol, 19 g of p-toluenesulfonic acid and 600 ml of toluene was refluxed by heating for 5 hours and the resulting water was removed by azeotropic distillation. After allowing to cool, toluene was distilled from the reaction mixture under a reduced pressure and the residue was dissolved in ethyl acetate. After washing with water, the thyl acetate was distilled off un... Starting materials: O1C(OCCC1)CCC1(CCCCC1)C1=CC(=C(C(=C1)F)F)F (1-(2-(1,3-Dioxane-2-yl)ethyl)cyclohexyl-3,4,5-trifluorobenzene), C(=O)O (formic acid), O (water), C(CC)C(CO)CO (2-propyl-1,3-propanediol). Run in C1(=CC=CC=C1)C (toluene), C1(=CC=CC=C1)C (toluene). The product is C(CC)C1COC(OC1)CCC1(CCCCC1)C1=CC(=C(C(=C1)F)F)F (1-(2-(5-propyl-1,3-dioxane-2-yl)ethyl)cyclohexyl-3,4,5-trifluorobenzene). The yield is 34.5%. Reaction SMILES: [O:1]1[CH2:6][CH2:5][CH2:4][O:3][CH:2]1[CH2:7][CH2:8][C:9]1([C:15]2[CH:20]=[C:19]([F:21])[C:18]([F:22])=[C:17]([F:23])[CH:16]=2)[CH2:14][CH2:13][CH2:12][CH2:11][CH2:10]1.C(O)=O.O.[CH2:28]([CH:31](CO)CO)[CH2:29]C>C1(C)C=CC=CC=1>[CH2:29]([CH:5]1[CH2:4][O:3][CH:2]([CH2:7][CH2:8][C:9]2([C:15]3[CH:16]=[C:17]([F:23])[C:18]([F:22])=[C:19]([F:21])[CH:20]=3)[CH2:10][CH2:11][CH2:12][CH2:13][CH2:14]2)[O:1][CH2:6]1)[CH2:28][CH3:31]. Procedure details: 1-(2-(1,3-Dioxane-2-yl)ethyl)cyclohexyl-3,4,5-trifluorobenzene 3.7 g (11 mmol) obtained in Example 8 and formic acid 25.0 g (540 mmol) were added to toluene 20 ml, and the mixture was refluxed with heating for 3 hours. The reactant was cooled to room temperature, water 100 ml was added, and the product was extracted with toluene. The extract was washed with water, a saturated sodium bicarbonate aqueous solution, and water, and dried over anhydrous magnesium sulfate, and the solvent was distilled... The reactants are Nc1scc(Br)c1-c1ncn[nH]1, O=C(O)Cc1ccc(F)c2cnccc12. Yields the product O=C(Cc1ccc(F)c2cnccc12)Nc1scc(Br)c1-c1ncn[nH]1. Reaction SMILES: [Br:16][c:17]1[c:18](-[c:23]2[n:24][cH:25][n:26][nH:27]2)[c:19]([NH2:22])[s:20][cH:21]1.[F:1][c:2]1[cH:3][cH:4][c:5]([CH2:12][C:13](=[O:14])[OH:15])[c:6]2[cH:7][cH:8][n:9][cH:10][c:11]12>>[F:1][c:2]1[cH:3][cH:4][c:5]([CH2:12][C:13](=[O:15])[NH:22][c:19]2[c:18](-[c:23]3[n:24][cH:25][n:26][nH:27]3)[c:17]([Br:16])[cH:21][s:20]2)[c:6]2[cH:7][cH:8][n:9][cH:10][c:11]12.